From a dataset of the Open Reaction Database (ORD), a public repository of structured organic reaction records. describe an organic reaction: reactants, conditions, products, and yield The yield is 64.8%. As a reaction SMILES: [C:1]1([CH:7]([C:13]2[CH:18]=[CH:17][CH:16]=[CH:15][CH:14]=2)[N:8]2[CH2:11][CH:10](O)[CH2:9]2)[CH:6]=[CH:5][CH:4]=[CH:3][CH:2]=1.[C:19]1(C)[CH:24]=[CH:23][C:22]([S:25](Cl)(=[O:27])=[O:26])=[CH:21][CH:20]=1.N1C=CC=C[CH:31]=1>>[C:1]1([CH:7]([C:13]2[CH:18]=[CH:17][CH:16]=[CH:15][CH:14]=2)[N:8]2[CH2:11][CH:10]([S:25]([C:22]3[C:23]([CH3:31])=[CH:24][CH:19]=[CH:20][CH:21]=3)(=[O:26])=[O:27])[CH2:9]2)[CH:6]=[CH:5][CH:4]=[CH:3][CH:2]=1. Reported procedure: To a solution of 2.39 g (1 mmole) of 1-diphenylmethyl-3-hydroxyazetidine [prepared in the manner described in J. C. S. Chem. Commun. 93 (1968) by S. S. Chatterjee and D. J. Triggle] in 30 ml of pyridine is added 3.8 g (2 equivalents) of p-toluenesulfonyl chloride, and the mixture is stirred at room temperature overnight and evaporated under reduced pressure. The residue is alkalified with an aqueous sodium carbonate solution and extracted with benzene. The extract is washed with water, dried ove... The reactants are C1(=CC=C(C=C1)S(=O)(=O)Cl)C (p-toluenesulfonyl chloride), N1=CC=CC=C1 (pyridine), C1(=CC=CC=C1)C(N1CC(C1)O)C1=CC=CC=C1 (1-diphenylmethyl-3-hydroxyazetidine). Reaction conditions: time 8 hour. The product is C1(=CC=CC=C1)C(N1CC(C1)S(=O)(=O)C=1C(=CC=CC1)C)C1=CC=CC=C1 (1-diphenylmethyl-3-toluenesulfonylazetidine). The reactants are [Br-], BrCc1ccccc1, C#CCO, CCCC[N+](CCCC)(CCCC)CCCC, Cc1ccccc1, [Na+], [OH-], O. The product is C#CCOCc1ccccc1. RXN SMILES: [Br-:15].[CH2:1]([c:2]1[cH:3][cH:4][cH:5][cH:6][cH:7]1)[Br:8].[CH2:9]([C:10]#[CH:11])[OH:12].[CH3:16][CH2:17][CH2:18][CH2:19][N+:20]([CH2:21][CH2:22][CH2:23][CH3:24])([CH2:25][CH2:26][CH2:27][CH3:28])[CH2:29][CH2:30][CH2:31][CH3:32].[CH3:33][c:34]1[cH:35][cH:36][cH:37][cH:38][cH:39]1.[Na+:14].[OH-:13].[OH2:40]>>[CH2:1]([c:2]1[cH:3][cH:4][cH:5][cH:6][cH:7]1)[O:12][CH2:9][C:10]#[CH:11]. Procedure details: Next, the 1,6-diaminohexane vapor in the condensing chamber 2 was adiabatically expanded, and the introduced base particles were exposed thereto for 3 minutes. Consequently, 1,6-diaminohexane condensed on the surface of the base particles. A polymerization reaction took place between 1,6-diaminohexane condensed on the surface of the base particles and 1,3-benzenedisulfonyl chloride contained therein, forming a film of 1,3-benzenedisulfonylchloride-1,6-diaminohexane co-polymer. Run at time 3 minute. RXN SMILES: [NH2:1][CH2:2][CH2:3][CH2:4][CH2:5][CH2:6][CH2:7][NH2:8].[C:9]1([S:19]([Cl:22])(=[O:21])=[O:20])[CH:14]=[CH:13][CH:12]=[C:11]([S:15]([Cl:18])(=[O:17])=[O:16])[CH:10]=1>>[C:9]1([S:19]([Cl:22])(=[O:20])=[O:21])[CH:14]=[CH:13][CH:12]=[C:11]([S:15]([Cl:18])(=[O:16])=[O:17])[CH:10]=1.[NH2:1][CH2:2][CH2:3][CH2:4][CH2:5][CH2:6][CH2:7][NH2:8] |f:2.3|. Starting materials: NCCCCCCN (1,6-diaminohexane), NCCCCCCN (1,6-diaminohexane), NCCCCCCN (1,6-diaminohexane), C1(=CC(=CC=C1)S(=O)(=O)Cl)S(=O)(=O)Cl (1,3-benzenedisulfonyl chloride). Yields the product C1(=CC(=CC=C1)S(=O)(=O)Cl)S(=O)(=O)Cl.NCCCCCCN (1,3-benzenedisulfonylchloride 1,6-diaminohexane). Starting materials: CC=1C=C2C3=C(NC2=CC1)CC1CCCC3N1 (2-methyl-6,7,8,9,10,11-hexahydro-5H-7,11-epiminocycloocta[b]indole), ClC1=CC=C(C=C1)C=C (1-chloro-4-vinylbenzene). Yields the product ClC1=CC=C(C=C1)CCN1C2=C(C3=CC(=CC=C13)C)[C@H]1CCC[C@@H](C2)N1 ((7S,11R)-5-[2-(4-chlorophenyl)ethyl]-2-methyl-6,7,8,9,10,11-hexahydro-5H-7,11-epiminocycloocta[b]indole). RXN SMILES: [CH3:1][C:2]1[CH:3]=[C:4]2[C:8](=[CH:9][CH:10]=1)[NH:7][C:6]1[CH2:11][CH:12]3[NH:17][CH:16]([C:5]2=1)[CH2:15][CH2:14][CH2:13]3.[Cl:18][C:19]1[CH:24]=[CH:23][C:22]([CH:25]=[CH2:26])=[CH:21][CH:20]=1>>[Cl:18][C:19]1[CH:24]=[CH:23][C:22]([CH2:25][CH2:26][N:7]2[C:8]3[C:4](=[CH:3][C:2]([CH3:1])=[CH:10][CH:9]=3)[C:5]3[C@@H:16]4[NH:17][C@H:12]([CH2:11][C:6]2=3)[CH2:13][CH2:14][CH2:15]4)=[CH:21][CH:20]=1. Procedure: The coupling of 2-methyl-6,7,8,9,10,11-hexahydro-5H-7,11-epiminocycloocta[b]indole (226 mg, 1.0 mmol; Example 118A) and 1-chloro-4-vinylbenzene (277 mg, 1.99 mmol; Aldrich) was performed according to the procedure described in Example 114B to afford the title compound as a racemic mixture. Individual enantiomers were obtained by preparative chiral supercritical fluid chromatography (ChiralPak® OD-H 5 μm column, 21×250 mm, 35° C., 10-50% gradient of CH3OH—CO2 containing 0.1% diethylamine, 20 minu... Reactants: C1(CCCCC1)N (cyclohexylamine), ClCCN=C=O (2-chloro ethylisocyanate), [H-].[Na+] (sodium hydride), [NH4+].[Cl-] (NH4Cl), [Na+].[Cl-] (NaCl). The solvent is C1CCOC1 (THF). Reaction conditions: time 16 hour. Product: C1(CCCCC1)N1C(NCC1)=O (1-cyclohexylimidazolidin-2-one). Isolated yield 38.3%. Reaction SMILES: [CH:1]1([NH2:7])[CH2:6][CH2:5][CH2:4][CH2:3][CH2:2]1.Cl[CH2:9][CH2:10][N:11]=[C:12]=[O:13].[H-].[Na+].[NH4+].[Cl-].[Na+].[Cl-]>C1COCC1>[CH:1]1([N:7]2[CH2:9][CH2:10][NH:11][C:12]2=[O:13])[CH2:6][CH2:5][CH2:4][CH2:3][CH2:2]1 |f:2.3,4.5,6.7|. Procedure details: A solution of cyclohexylamine (1.00 g, 10.08 mmol) and 2-chloro ethylisocyanate (1.064 g, 10.08 mmol) in THF (30 mL) was stirred at RT for 4 h, treated with sodium hydride (60% in mineral oil, 0.403 g, 10.08 mmol) and stirred at RT for 16 h. The mixture was poured into satd. NH4Cl, treated with solid NaCl until saturated, extracted with THF (2×) and the combined organics were washed with brine, dried over Na2SO4 and concentrated to dryness. The material was suspended in 30% EtOAc/Hex, stirred an... The reactants are N1N=NN=C1CC(=O)C=1SC=CC1 (2-(1H-tetrazol-5-yl)-1-thiophen-2-yl-ethanone), CI (MeI), NC(=S)N (thiourea). Product: CN1N=C(N=N1)C1=C(N=C(S1)N)C=1SC=CC1 (5-(2-Methyl-2H-tetrazol-5-yl)-4-thiophen-2-yl-thiazol-2-ylamine). As a reaction SMILES: [NH:1]1[C:5]([CH2:6][C:7]([C:9]2[S:10][CH:11]=[CH:12][CH:13]=2)=O)=[N:4][N:3]=[N:2]1.[CH3:14]I.[NH2:16][C:17]([NH2:19])=[S:18]>>[CH3:14][N:2]1[N:3]=[N:4][C:5]([C:6]2[S:18][C:17]([NH2:19])=[N:16][C:7]=2[C:9]2[S:10][CH:11]=[CH:12][CH:13]=2)=[N:1]1. Procedure details: Prepared from 2-(1H-tetrazol-5-yl)-1-thiophen-2-yl-ethanone and MeI and thiourea. Conditions: time 2 day. Yield: 67.7%. Yields the product ClC=1C=NC=C(C1CC1=NN=C(C2=CC(=CC=C12)OC)C(=O)N)Cl (4-(3,5-Dichloro-pyridin-4-ylmethyl)-7-methoxy-phthalazine-1-carboxylic acid amide). Procedure: An excess of NH3 was bubbled into a suspension of 4-(3,5-dichloro-pyridin-4-ylmethyl)-7-methoxy-phthalazin-1-carboxylic acid methyl ester (1.6 g, 4.23 mmoles), prepared as described in example 102, in dry CH3OH, under stirring and dry N2 at 10° C., and the mixture was left for 3 hours at room temperature, then refluxed for 1.5 hours in environment saturated of NH3. After 2 days at room temperature, the mixture was dried to give 1.48 g of the title compound (yield: 67.7%). Reactants: N (NH3), N (NH3), COC(=O)C1=NN=C(C2=CC=C(C=C12)OC)CC1=C(C=NC=C1Cl)Cl (4-(3,5-dichloro-pyridin-4-ylmethyl)-7-methoxy-phthalazin-1-carboxylic acid methyl ester), N#N (N2). The solvent is CO (CH3OH). Reaction SMILES: [NH3:1].C[O:3][C:4]([C:6]1[C:15]2[C:10](=[CH:11][CH:12]=[C:13]([O:16][CH3:17])[CH:14]=2)[C:9]([CH2:18][C:19]2[C:24]([Cl:25])=[CH:23][N:22]=[CH:21][C:20]=2[Cl:26])=[N:8][N:7]=1)=O.N#N>CO>[Cl:25][C:24]1[CH:23]=[N:22][CH:21]=[C:20]([Cl:26])[C:19]=1[CH2:18][C:9]1[C:10]2[C:15](=[CH:14][C:13]([O:16][CH3:17])=[CH:12][CH:11]=2)[C:6]([C:4]([NH2:1])=[O:3])=[N:7][N:8]=1.